This data is from the Open Reaction Database (ORD), a public repository of structured organic reaction records. The task is: describe an organic reaction: reactants, conditions, products, and yield Reactants: Brc1ccc(I)cc1, CC(C)CC=O, CC(C)[Mg+], [Cl-], [Cl-], [Li+], C1CCOC1. Product: CC(C)CC(O)c1ccc(Br)cc1. Reaction SMILES: [Br:1][c:2]1[cH:3][cH:4][c:5]([I:8])[cH:6][cH:7]1.[CH3:16][CH:17]([CH3:18])[CH2:19][CH:20]=[O:21].[CH:12]([Mg+:13])([CH3:14])[CH3:15].[Cl-:11].[Cl-:9].[Li+:10].[O:22]1[CH2:23][CH2:24][CH2:25][CH2:26]1>>[Br:1][c:2]1[cH:3][cH:4][c:5]([CH:20]([CH2:19][CH:17]([CH3:16])[CH3:18])[OH:21])[cH:6][cH:7]1. The reactants are BrCC(=O)O (bromoacetic acid), FC1=C(C=C(C(=C1)F)F)S(=O)(=O)Cl (2,4,5-Trifluorophenyl sulfonyl chloride), S(=O)([O-])[O-].[Na+].[Na+] (sodium sulfite), C([O-])(O)=O.[Na+] (sodium bicarbonate). The solvent is O (water), O (water). Reaction conditions: temperature 150 celsius. Product: FC1=C(C=C(C(=C1)S(=O)(=O)C)F)F (1,2,4-Trifluoro-5-(methylsulfonyl)benzene). Isolated yield 66.5%. As a reaction SMILES: [F:1][C:2]1[CH:7]=[C:6]([F:8])[C:5]([F:9])=[CH:4][C:3]=1[S:10](Cl)(=[O:12])=[O:11].S([O-])([O-])=O.[Na+].[Na+].[C:20](=O)(O)[O-].[Na+].BrCC(O)=O>O>[F:9][C:5]1[CH:4]=[C:3]([S:10]([CH3:20])(=[O:12])=[O:11])[C:2]([F:1])=[CH:7][C:6]=1[F:8] |f:1.2.3,4.5|. Reported procedure: 2,4,5-Trifluorophenyl sulfonyl chloride (279 mg) was added to a solution of sodium sulfite (306 mg) and sodium bicarbonate (153 mg) in water (4 mL). The mixture was heated to 150° C. in a sealed microwave vial for 400 seconds and allowed to cool. The mixture was treated with bromoacetic acid (253 mg) in water (1 mL), and heated to 150° C. for 300 seconds then allowed to cool, following which the precipitate was removed by filtration and dried in vacuo to give the desired compound (169 mg). The m... Starting materials: CC=1C=C(C=C(C1[N+](=O)[O-])C)C(=O)N1CCOCC1 ((3,5-dimethyl-4-nitrophenyl)(morpholino)methanone), [H][H] (hydrogen). The reagents and catalysts are [Pd] (Palladium on carbon). Solvent: CO (methanol). The product is NC1=C(C=C(C=C1C)C(=O)N1CCOCC1)C ((4-Amino-3,5-dimethylphenyl)(morpholino)methanone). As a reaction SMILES: [CH3:1][C:2]1[CH:3]=[C:4]([C:12]([N:14]2[CH2:19][CH2:18][O:17][CH2:16][CH2:15]2)=[O:13])[CH:5]=[C:6]([CH3:11])[C:7]=1[N+:8]([O-])=O.[H][H]>[Pd].CO>[NH2:8][C:7]1[C:6]([CH3:11])=[CH:5][C:4]([C:12]([N:14]2[CH2:15][CH2:16][O:17][CH2:18][CH2:19]2)=[O:13])=[CH:3][C:2]=1[CH3:1]. Procedure details: 10% Palladium on carbon (100 mg) is added to a solution of (3,5-dimethyl-4-nitrophenyl)(morpholino)methanone (1.3 g) in methanol (10 mL) and the mixture is hydrogenated for 3 hours under 2 bar hydrogen pressure. Then the catalyst is filtered off and washed with methanol. The combined mother liquors are concentrated to give the title compound. Yield: 1.1 g; LC (method 20): tR=1.94; Mass spectrum (ESI+): m/z=235 [M+H]+. Starting materials: CI (methyl iodide), solution, CC(C)([O-])C.[K+] (potassium tert-butoxide), COCC(C#C)(O)C ((±)-1-methoxy-2-methyl-3-butyn-2-ol). Run in O1CCCC1 (tetrahydrofuran), O1CCCC1 (tetrahydrofuran), CCOCC (ether), O (water). As a reaction SMILES: [CH3:1]C(C)([O-])C.[K+].[CH3:7][O:8][CH2:9][C:10]([CH3:14])([OH:13])[C:11]#[CH:12].CI>O1CCCC1.CCOCC.O>[CH3:1][O:13][C:10]([CH3:14])([CH2:9][O:8][CH3:7])[C:11]#[CH:12] |f:0.1|. Product: COC(C#C)(COC)C ((±)-3,4-dimethoxy-3-methylbut-1-yne). Reaction conditions: time 30 minute. Procedure details: 17.5 ml of the 1.0M solution of potassium tert-butoxide in tetrahydrofuran (Aldrich; 17.52 mmol) are added to a solution, cooled with an ice bath, of 2 g of (±)-1-methoxy-2-methyl-3-butyn-2-ol (17.52 mmol) in 6 ml of tetrahydrofuran. Stirring is carried out at ambient temperature for 30 minutes and then 0.55 ml of methyl iodide (35.04 mmol) is added. The reaction mixture is stirred at ambient temperature for 3 hours and then is diluted with ether and water. After separation by settling, the orga... Isolated yield 53.3%. Product: N1C=C(C2=CC=CC=C12)C=NNC1=NC=2N(C(=C1)N1CCOCC1)N=C(C2)C2=NC=CN=C2 (N-(1H-indol-3-yl-methylidene)-N′-(7-morpholin-4-yl-2-pyrazin-2-yl-pyrazolo[1,5-a]pyrimidin-5-yl)-hydrazine). Solvent: C(C)O (ethanol). Reactants: N1(CCOCC1)C1=CC(=NC=2N1N=C(C2)C2=NC=CN=C2)NN ((7-Morpholin-4-yl-2-pyrazin-2-yl-pyrazolo[1,5-a]pyrimidin-5-yl)-hydrazine), C(=O)C1=CNC2=CC=CC=C12 (3-formyl-indole), C(C)(=O)O (acetic acid). Procedure: To a solution of (7-Morpholin-4-yl-2-pyrazin-2-yl-pyrazolo[1,5-a]pyrimidin-5-yl)-hydrazine (20 mg, 0.064 mM) in ethanol (2.0 mL), there were added 3-formyl-indole (19 mg, 0.13 mM) and acetic acid (5 μL) and the mixture was stirred at room temperature for 3 hours. The precipitated solid was recovered through filtration and then washed with ethanol to thus give the title compound (15 mg, yield: 54%). Reaction SMILES: [N:1]1([C:7]2[N:12]3[N:13]=[C:14]([C:16]4[CH:21]=[N:20][CH:19]=[CH:18][N:17]=4)[CH:15]=[C:11]3[N:10]=[C:9]([NH:22][NH2:23])[CH:8]=2)[CH2:6][CH2:5][O:4][CH2:3][CH2:2]1.[CH:24]([C:26]1[C:34]2[C:29](=[CH:30][CH:31]=[CH:32][CH:33]=2)[NH:28][CH:27]=1)=O.C(O)(=O)C>C(O)C>[NH:28]1[C:29]2[C:34](=[CH:33][CH:32]=[CH:31][CH:30]=2)[C:26]([CH:24]=[N:23][NH:22][C:9]2[CH:8]=[C:7]([N:1]3[CH2:6][CH2:5][O:4][CH2:3][CH2:2]3)[N:12]3[N:13]=[C:14]([C:16]4[CH:21]=[N:20][CH:19]=[CH:18][N:17]=4)[CH:15]=[C:11]3[N:10]=2)=[CH:27]1. Reaction conditions: time 3 hour. The product is CCOC(=O)CSC1(c2c[nH]cn2)CCCc2cc(C#N)ccc21. Starting materials: [Na+], [OH-], N#Cc1ccc2c(c1)CCCC2(O)c1cnc[nH]1, O=C(O)C(F)(F)F, CCOC(=O)CS. As a reaction SMILES: [Na+:27].[OH-:26].[OH:1][C:2]1([c:14]2[nH:15][cH:16][n:17][cH:18]2)[c:3]2[cH:4][cH:5][c:6]([C:12]#[N:13])[cH:7][c:8]2[CH2:9][CH2:10][CH2:11]1.[OH:28][C:29]([C:30]([F:31])([F:32])[F:33])=[O:34].[SH:19][CH2:20][C:21](=[O:22])[O:23][CH2:24][CH3:25]>>[C:2]1([c:14]2[n:15][cH:16][nH:17][cH:18]2)([S:19][CH2:20][C:21](=[O:22])[O:23][CH2:24][CH3:25])[c:3]2[cH:4][cH:5][c:6]([C:12]#[N:13])[cH:7][c:8]2[CH2:9][CH2:10][CH2:11]1. Reactants: [Si](C)(C)(C(C)(C)C)O[C@@H]1CC[C@H](CC1)/C=C(/C=O)\C ((E)-3-[trans-(4-tert-Butyldimethylsilyloxycyclohexyl)]-2-methylprop-2-en-1-al), C1(=CC=CC=C1)CCC[Mg]Br (3-Phenyl-1-propylmagnesium bromide), C1(=CC=CC=C1)CCCC(CCCC1=CC=CC=C1)O (1,7-Diphenyl-4-heptanol). Solvent: C1CCOC1 (THF). The product is [Si](C)(C)(C(C)(C)C)O[C@@H]1CC[C@H](CC1)\C=C(\C(CCCC1=CC=CC=C1)O)/C ((E)-1-[trans-(4-tert-Butyldimethylsilyloxycyclohexyl)]-2-methyl-6-phenylhex-1-en-3-ol). As a reaction SMILES: [Si:1]([O:8][C@H:9]1[CH2:14][CH2:13][C@H:12](/[CH:15]=[C:16](\[CH3:19])/[CH:17]=[O:18])[CH2:11][CH2:10]1)([C:4]([CH3:7])([CH3:6])[CH3:5])([CH3:3])[CH3:2].[C:20]1([CH2:26][CH2:27][CH2:28][Mg]Br)[CH:25]=[CH:24][CH:23]=[CH:22][CH:21]=1.C1(CCCC(O)CCCC2C=CC=CC=2)C=CC=CC=1>C1COCC1>[Si:1]([O:8][C@H:9]1[CH2:10][CH2:11][C@H:12](/[CH:15]=[C:16](\[CH3:19])/[CH:17]([OH:18])[CH2:28][CH2:27][CH2:26][C:20]2[CH:25]=[CH:24][CH:23]=[CH:22][CH:21]=2)[CH2:13][CH2:14]1)([C:4]([CH3:7])([CH3:6])[CH3:5])([CH3:3])[CH3:2]. Procedure: The alcohol 137 was prepared from the crude aldehyde 136. and 1.5 mL (0.75 mmol) of 120 in 2.0 mL of THF as described above for the synthesis of alcohol 121 in Example 1 to give 220 mg of the crude diastereomeric alcohol 137. Flash chromatography (elution with 20% ethyl acetate in hexane) afforded 146 mg of the alcohol 137 as an oil. 1H NMR consistent with structure.